From a dataset of the Open Reaction Database (ORD), a public repository of structured organic reaction records. describe an organic reaction: reactants, conditions, products, and yield The reactants are CCN(CC)c1ccccc1CSc1nc2ccccc2nc1C, ClC(Cl)Cl, O=C(OO)c1cccc(Cl)c1. Yields the product CCN(CC)c1ccccc1CS(=O)c1nc2ccccc2nc1C. As a reaction SMILES: [CH2:1]([CH3:2])[N:3]([c:4]1[c:5]([CH2:6][S:7][c:8]2[n:9][c:10]3[cH:11][cH:12][cH:13][cH:14][c:15]3[n:16][c:17]2[CH3:18])[cH:19][cH:20][cH:21][cH:22]1)[CH2:23][CH3:24].[CH:36]([Cl:37])([Cl:38])[Cl:39].[Cl:25][c:26]1[cH:27][cH:28][cH:29][c:30]([C:31]([O:32][OH:34])=[O:33])[cH:35]1>>[CH2:1]([CH3:2])[N:3]([c:4]1[c:5]([CH2:6][S:7]([c:8]2[n:9][c:10]3[cH:11][cH:12][cH:13][cH:14][c:15]3[n:16][c:17]2[CH3:18])=[O:33])[cH:19][cH:20][cH:21][cH:22]1)[CH2:23][CH3:24].